Task: describe an organic reaction: reactants, conditions, products, and yield. Dataset: the Open Reaction Database (ORD), a public repository of structured organic reaction records Starting materials: N#N (N2), BrC=1C=C2C(=NC1Cl)OC(=C2C(=O)NC)C2=CC=C(C=C2)F (5-bromo-6-chloro-2-(4-fluorophenyl)-N-methylfuro[2,3-b]pyridine-3-carboxamide), COC1=C(C(=O)OC)C=C(C=N1)B1OC(C(O1)(C)C)(C)C (methyl 2-methoxy-5-(4,4,5,5-tetramethyl-1,3,2-dioxaborolan-2-yl)nicotinate), C([O-])([O-])=O.[Cs+].[Cs+] (cesium carbonate). The reagents and catalysts are C=1C=CC(=CC1)[P](C=2C=CC=CC2)(C=3C=CC=CC3)[Pd]([P](C=4C=CC=CC4)(C=5C=CC=CC5)C=6C=CC=CC6)([P](C=7C=CC=CC7)(C=8C=CC=CC8)C=9C=CC=CC9)[P](C=1C=CC=CC1)(C=1C=CC=CC1)C=1C=CC=CC1 (Pd(Ph3P)4). Solvent: O (Water), CN(C)C=O (DMF). Run at temperature 65 celsius, time 4 hour. Product: ClC1=C(C=C2C(=N1)OC(=C2C(NC)=O)C2=CC=C(C=C2)F)C=2C=NC(=C(C(=O)OC)C2)OC (methyl 5-(6-chloro-2-(4-fluorophenyl)-3-(methylcarbamoyl)furo[2,3-b]pyridin-5-yl)-2-methoxynicotinate). Yield: 43.8%. As a reaction SMILES: Br[C:2]1[CH:3]=[C:4]2[C:11]([C:12]([NH:14][CH3:15])=[O:13])=[C:10]([C:16]3[CH:21]=[CH:20][C:19]([F:22])=[CH:18][CH:17]=3)[O:9][C:5]2=[N:6][C:7]=1[Cl:8].[CH3:23][O:24][C:25]1[N:34]=[CH:33][C:32](B2OC(C)(C)C(C)(C)O2)=[CH:31][C:26]=1[C:27]([O:29][CH3:30])=[O:28].C(=O)([O-])[O-].[Cs+].[Cs+].N#N>O.CN(C=O)C.C1C=CC([P]([Pd]([P](C2C=CC=CC=2)(C2C=CC=CC=2)C2C=CC=CC=2)([P](C2C=CC=CC=2)(C2C=CC=CC=2)C2C=CC=CC=2)[P](C2C=CC=CC=2)(C2C=CC=CC=2)C2C=CC=CC=2)(C2C=CC=CC=2)C2C=CC=CC=2)=CC=1>[Cl:8][C:7]1[N:6]=[C:5]2[O:9][C:10]([C:16]3[CH:21]=[CH:20][C:19]([F:22])=[CH:18][CH:17]=3)=[C:11]([C:12](=[O:13])[NH:14][CH3:15])[C:4]2=[CH:3][C:2]=1[C:32]1[CH:33]=[N:34][C:25]([O:24][CH3:23])=[C:26]([CH:31]=1)[C:27]([O:29][CH3:30])=[O:28] |f:2.3.4,^1:61,63,82,101|. Procedure: A mixture of 5-bromo-6-chloro-2-(4-fluorophenyl)-N-methylfuro[2,3-b]pyridine-3-carboxamide (1.15 g, 2.99 mmol), commercially available methyl 2-methoxy-5-(4,4,5,5-tetramethyl-1,3,2-dioxaborolan-2-yl)nicotinate (1.05 g, 3.58 mmol), Pd(Ph3P)4 (0.517 g, 0.448 mmol) and cesium carbonate (1.95 g, 5.97 mmol) was degassed/charged with N2 and diluted with Water (0.5 ml)/DMF (5 mL). The resultant mixture was then degassed, charged with N2, and heated in a 65° C. oil bath and allowed to stir under N2 atmo...